This data is from the Open Reaction Database (ORD), a public repository of structured organic reaction records. The task is: describe an organic reaction: reactants, conditions, products, and yield The reactants are CC(C)(C)OC(=O)N1CCCCC1C#N, C1CCOC1, Cl, CC(C)(C)OC(=O)N1CCCCC1CN, N. Product: Cl, NCC1CCCCN1. Reaction SMILES: [C:17]([CH:18]1[CH2:19][CH2:20][CH2:21][CH2:22][N:23]1[C:24]([O:25][C:26]([CH3:27])([CH3:28])[CH3:29])=[O:30])#[N:31].[CH2:33]1[O:34][CH2:35][CH2:36][CH2:37]1.[ClH:32].[NH2:1][CH2:2][CH:3]1[N:4]([C:9]([O:10][C:11]([CH3:12])([CH3:13])[CH3:14])=[O:15])[CH2:5][CH2:6][CH2:7][CH2:8]1.[NH3:16]>>[ClH:32].[NH2:1][CH2:2][CH:3]1[NH:4][CH2:5][CH2:6][CH2:7][CH2:8]1. Reactants: CCCCCCCCC(Br)C(=O)O, CCOC(C)=O, O=C(Cl)C(=O)Cl, ClCCl, CSc1ccc2ncccc2c1N, CN(C)C=O. Yields the product CCCCCCCCC(Br)C(=O)Nc1c(SC)ccc2ncccc12. RXN SMILES: [Br:1][CH:2]([C:3](=[O:4])[OH:5])[CH2:6][CH2:7][CH2:8][CH2:9][CH2:10][CH2:11][CH2:12][CH3:13].[CH3:41][CH2:42][O:43][C:44](=[O:45])[CH3:46].[Cl:14][C:15]([C:16]([Cl:17])=[O:18])=[O:19].[Cl:38][CH2:39][Cl:40].[NH2:25][c:26]1[c:27]2[cH:28][cH:29][cH:30][n:31][c:32]2[cH:33][cH:34][c:35]1[S:36][CH3:37].[O:20]=[CH:21][N:22]([CH3:23])[CH3:24]>>[Br:1][CH:2]([C:3](=[O:5])[NH:25][c:26]1[c:27]2[cH:28][cH:29][cH:30][n:31][c:32]2[cH:33][cH:34][c:35]1[S:36][CH3:37])[CH2:6][CH2:7][CH2:8][CH2:9][CH2:10][CH2:11][CH2:12][CH3:13]. The reactants are ClC1=NC=CC(=N1)Cl (2,4-dichloropyrimidine), C(C)OC1=CC=C(N)C=C1 (4-ethoxyaniline), Cl (HCl). The solvent is O (H2O), CCO (EtOH). Yields the product C(C)OC1=CC=C(C=C1)NC1=NC=CC(=N1)NC1=CC=C(C=C1)OCC (N2,N4-bis(4-ethoxyphenyl)-2,4-pyrimidinediamine). Reaction SMILES: Cl[C:2]1[N:7]=[C:6](Cl)[CH:5]=[CH:4][N:3]=1.[CH2:9]([O:11][C:12]1[CH:18]=[CH:17][C:15]([NH2:16])=[CH:14][CH:13]=1)[CH3:10].Cl>CCO.O>[CH2:9]([O:11][C:12]1[CH:18]=[CH:17][C:15]([NH:16][C:2]2[N:7]=[C:6]([NH:16][C:15]3[CH:17]=[CH:18][C:12]([O:11][CH2:9][CH3:10])=[CH:13][CH:14]=3)[CH:5]=[CH:4][N:3]=2)=[CH:14][CH:13]=1)[CH3:10]. Procedure: To a solution of 2,4-dichloropyrimidine (0.015 g, 0.1 mmol) in EtOH (1 mL) was added 4-ethoxyaniline (0.034 g, 0.025 mmol) and heated in a sealed tube at 70–80° C. for 24 h. Upon cooling the reaction was diluted with H2O (10 mL), acidified with 2N HCl, the solid obtained was filtered, washed with H2O and dried to give N2,N4-bis(4-ethoxyphenyl)-2,4-pyrimidinediamine (R926069). 1H NMR (CD3OD): δ 7.63 (d, 1H), 7.45 (d, 2H), J=9 Hz), 7.32 (d, 2H, J=9.3 Hz), 6.95 (d, 2H, J=6.9 Hz), 6.87 (d, 2H, J=8.7... The reactants are [BH4-], COc1c(C)cnc(Cn2nc3cc(C(=O)O)c4c-3c(n2)C(NC(=O)OC(C)(C)C)=NSC4)c1C, CN1CCOCC1, CO, CCOC(=O)Cl, [Na+], C1CCOC1, O=C(O)CC(O)(CC(=O)O)C(=O)O. Yields the product COc1c(C)cnc(Cn2nc3cc(CO)c4c-3c(n2)C(NC(=O)OC(C)(C)C)=NSC4)c1C. As a reaction SMILES: [BH4-:49].[C:1]([CH3:2])([CH3:3])([CH3:4])[O:5][C:6](=[O:7])[NH:8][C:9]1=[N:18][S:17][CH2:16][c:15]2[c:11]3[c:10]1[n:24][n:23]([CH2:25][c:26]1[n:27][cH:28][c:29]([CH3:35])[c:30]([O:33][CH3:34])[c:31]1[CH3:32])[n:22][c:12]-3[cH:13][c:14]2[C:19](=[O:20])[OH:21].[CH3:36][N:37]1[CH2:38][CH2:39][O:40][CH2:41][CH2:42]1.[CH3:69][OH:70].[Cl:43][C:44]([O:45][CH2:46][CH3:47])=[O:48].[Na+:50].[O:64]1[CH2:65][CH2:66][CH2:67][CH2:68]1.[OH:51][C:52]([CH2:53][C:54]([C:55](=[O:56])[OH:57])([CH2:58][C:59](=[O:60])[OH:61])[OH:62])=[O:63]>>[C:1]([CH3:2])([CH3:3])([CH3:4])[O:5][C:6](=[O:7])[NH:8][C:9]1=[N:18][S:17][CH2:16][c:15]2[c:11]3[c:10]1[n:24][n:23]([CH2:25][c:26]1[n:27][cH:28][c:29]([CH3:35])[c:30]([O:33][CH3:34])[c:31]1[CH3:32])[n:22][c:12]-3[cH:13][c:14]2[CH2:19][OH:20].